This data is from the Open Reaction Database (ORD), a public repository of structured organic reaction records. The task is: describe an organic reaction: reactants, conditions, products, and yield Starting materials: OC[C@H](O)[C@@H](O)[C@H](O)[C@H](O)CO (sorbitol), O=C[C@H](O)[C@@H](O)[C@H](O)[C@H](O)CO (dextrose). Solvent: O (water). The product is O=C[C@H](O)[C@@H](O)[C@H](O)CO (xylose). The yield is 1.0%. RXN SMILES: [OH:1][CH2:2][C@@H:3]([C@H:5]([C@@H:7]([C@@H:9](CO)[OH:10])[OH:8])[OH:6])[OH:4].O=C[C@@H]([C@H]([C@@H]([C@@H](CO)O)O)O)O>O>[O:1]=[CH:2][C@@H:3]([C@H:5]([C@@H:7]([CH2:9][OH:10])[OH:8])[OH:6])[OH:4]. Reported procedure: Streptomyces sp. ATCC 21175 was grown under aerobic submerged fermentation conditions at a pH of 7 in a presterilized aqueous medium containing 1 percent sorbitol, 0.75 percent dextrose, sufficient corncob hydrolysate to provide 1 percent xylose, 4 percent steep water at 29° C. and 0.024 percent cobaltous ion. The fermentation was carried out at 30° C., an airflow of 1 volume of air per volume of medium per minute and a back pressure of 10 p.s.i. The fermenting broth was mechanically stirred at ... Reactants: O (Water), CNC(=O)C1=CC=C(C=CC(=O)NCC(=O)N(C)C=2C(=C(CBr)C(=CC2)Cl)Cl)C=C1 (3-[N-[4-(methylcarbamoyl)-cinnamoylglycyl]-N-methylamino]-2,6-dichlorobenzyl bromide), C(C)OC1=CC(=NC2=C(C=CC=C12)O)C (4-ethoxy-8-hydroxy-2-methylquinoline), C([O-])([O-])=O.[K+].[K+] (potassium carbonate). Solvent: CN(C=O)C (dimethylformamide). Conditions: time 5 hour. Product: ClC1=C(COC=2C=CC=C3C(=CC(=NC23)C)OCC)C(=CC=C1N(C(CNC(C=CC1=CC=C(C=C1)C(NC)=O)=O)=O)C)Cl (8-[2,6-dichloro-3-[N-methyl-N-[4-(methylcarbamoyl)cinnamoylglycyl]-amino]benzyloxy]-4-ethoxy-2-methylquinoline). Yield: 90.2%. RXN SMILES: [CH3:1][NH:2][C:3]([C:5]1[CH:30]=[CH:29][C:8]([CH:9]=[CH:10][C:11]([NH:13][CH2:14][C:15]([N:17]([C:19]2[C:20]([Cl:28])=[C:21]([C:24]([Cl:27])=[CH:25][CH:26]=2)[CH2:22]Br)[CH3:18])=[O:16])=[O:12])=[CH:7][CH:6]=1)=[O:4].[CH2:31]([O:33][C:34]1[C:43]2[C:38](=[C:39]([OH:44])[CH:40]=[CH:41][CH:42]=2)[N:37]=[C:36]([CH3:45])[CH:35]=1)[CH3:32].C(=O)([O-])[O-].[K+].[K+].O>CN(C)C=O>[Cl:28][C:20]1[C:19]([N:17]([CH3:18])[C:15](=[O:16])[CH2:14][NH:13][C:11](=[O:12])[CH:10]=[CH:9][C:8]2[CH:29]=[CH:30][C:5]([C:3](=[O:4])[NH:2][CH3:1])=[CH:6][CH:7]=2)=[CH:26][CH:25]=[C:24]([Cl:27])[C:21]=1[CH2:22][O:44][C:39]1[CH:40]=[CH:41][CH:42]=[C:43]2[C:38]=1[N:37]=[C:36]([CH3:45])[CH:35]=[C:34]2[O:33][CH2:31][CH3:32] |f:2.3.4|. Procedure: To a solution of 3-[N-[4-(methylcarbamoyl)-cinnamoylglycyl]-N-methylamino]-2,6-dichlorobenzyl bromide (60 mg) and 4-ethoxy-8-hydroxy-2-methylquinoline (24.9 mg) in dimethylformamide (0.6 ml) was added potassium carbonate (48.5 mg), and the mixture was stirred for 5 hours at ambient temperature. Water was added thereto, and the mixture was extracted with dichloromethane. The extract was washed with water, dried over magnesium sulfate and concentrated. The residue was purified by preparative thin-... Reactants: C(C)(=O)OC1=C(CCC2=CC(=CC=C12)OC)C1=CC(=CC=C1)OC (1-acetyloxy-2-(3-methoxyphenyl)-6-methoxy-3,4-dihydronaphthalene), C(#N)C1=C(C(=O)C(=C(C1=O)Cl)Cl)C#N (DDQ). Solvent: O1CCOCC1 (p-dioxane), CO (MeOH). Yields the product C(C)(=O)OC1=C(C=CC2=CC(=CC=C12)OC)C1=CC(=CC=C1)OC (1-Acetyloxy-2-(3-methoxyphenyl)-6-methoxynaphthalene). RXN SMILES: [C:1]([O:4][C:5]1[C:14]2[C:9](=[CH:10][C:11]([O:15][CH3:16])=[CH:12][CH:13]=2)[CH2:8][CH2:7][C:6]=1[C:17]1[CH:22]=[CH:21][CH:20]=[C:19]([O:23][CH3:24])[CH:18]=1)(=[O:3])[CH3:2].C(C1C(=O)C(Cl)=C(Cl)C(=O)C=1C#N)#N>O1CCOCC1.CO>[C:1]([O:4][C:5]1[C:14]2[C:9](=[CH:10][C:11]([O:15][CH3:16])=[CH:12][CH:13]=2)[CH:8]=[CH:7][C:6]=1[C:17]1[CH:22]=[CH:21][CH:20]=[C:19]([O:23][CH3:24])[CH:18]=1)(=[O:3])[CH3:2]. Procedure details: A solution was prepared of 52.7 g (162 mmol) of 1-acetyloxy-2-(3-methoxyphenyl)-6-methoxy-3,4-dihydronaphthalene and 36.9 g (162 mmol) of DDQ in 500 mL of p-dioxane. The solution was heated to reflux for two hours under a nitrogen atmosphere. The reaction was allowed to cool and the solvent removed by evaporation. The residue was extracted by stirring in CHCl3 for sixteen hours, then filtering to remove the insoluble material. The CHCl3 extract was further purified by chromatography on a silica ... Product: [C@H]12[C@@H](C[C@H](CC1)C2)OC2=CC(=C(C(=O)NS(=O)(=O)C)C=C2C2CC2)F (4-((1S,2R,4R)-bicyclo[2.2.1]heptan-2-yloxy)-5-cyclopropyl-2-fluoro-N-(methylsulfonyl)benzamide). As a reaction SMILES: C12(COC3C(C4CC4)=CC(C(O)=O)=CN=3)CC3CC(CC(C3)C1)C2.[C@@H:25]12[CH2:31][C@@H:28]([CH2:29][CH2:30]1)[CH2:27][C@H:26]2[O:32][C:33]1[C:41]([CH:42]2[CH2:44][CH2:43]2)=[CH:40][C:36]([C:37](O)=[O:38])=[C:35]([F:45])[CH:34]=1.COC[CH2:49][S:50]([NH2:53])(=[O:52])=[O:51].CS(N)(=O)=O>>[C@@H:25]12[CH2:31][C@@H:28]([CH2:29][CH2:30]1)[CH2:27][C@H:26]2[O:32][C:33]1[C:41]([CH:42]2[CH2:44][CH2:43]2)=[CH:40][C:36]([C:37]([NH:53][S:50]([CH3:49])(=[O:52])=[O:51])=[O:38])=[C:35]([F:45])[CH:34]=1. The yield is 64.0%. The reactants are C12(CC3CC(CC(C1)C3)C2)COC2=NC=C(C(=O)O)C=C2C2CC2 (6-(adamantan-1-ylmethoxy)-5-cyclopropylnicotinic acid), CS(=O)(=O)N (methyl sulfonamide), [C@H]12[C@@H](C[C@H](CC1)C2)OC2=CC(=C(C(=O)O)C=C2C2CC2)F (4-((1S,2R,4R)-bicyclo[2.2.1]heptan-2-yloxy)-5-cyclopropyl-2-fluorobenzoic acid), COCCS(=O)(=O)N (2-methoxyethanesulfonamide). Procedure: Following the procedure as described in Example 271 and making variations as required to replace 6-(adamantan-1-ylmethoxy)-5-cyclopropylnicotinic acid with 4-((1S,2R,4R)-bicyclo[2.2.1]heptan-2-yloxy)-5-cyclopropyl-2-fluorobenzoic acid and to replace 2-methoxyethanesulfonamide with methyl sulfonamide. Purification by silica gel column chromatography (2:1 hexanes:ethyl acetate (+0.2% acetic acid v/v)) gave the title compound as a colorless solid (0.080 g, 64%): 1H NMR (300 MHz, DMSO-d6) δ 11.82 (b... As a reaction SMILES: [Cl:1][C:2]1[CH:10]=[C:9]2[C:5]([CH2:6][CH2:7][NH:8]2)=[CH:4][CH:3]=1.Cl[C:12]1[C:21]2[C:16](=[C:17]([Cl:22])[CH:18]=[CH:19][CH:20]=2)[N:15]=[CH:14][N:13]=1>>[Cl:22][C:17]1[CH:18]=[CH:19][CH:20]=[C:21]2[C:16]=1[N:15]=[CH:14][N:13]=[C:12]2[N:8]1[C:9]2[C:5](=[CH:4][CH:3]=[C:2]([Cl:1])[CH:10]=2)[CH2:6][CH2:7]1. The yield is 47.0%. Procedure: Utilizing a procedure analogous to that described in Example 24, this product was prepared in 47% yield from 6-chloro-indoline and 4,8-dichloro-quinazoline. (M.P. 190° C.; LC-MS: 316 (MH+)). Reactants: ClC1=CC=C2CCNC2=C1 (6-chloro-indoline), ClC1=NC=NC2=C(C=CC=C12)Cl (4,8-dichloro-quinazoline). The product is ClC=1C=CC=C2C(=NC=NC12)N1CCC2=CC=C(C=C12)Cl (8-Chloro-4-(6-chloro-2,3-dihydro-indol-1-yl)-quinazoline). The reactants are CCCCO, CCN(C(C)C)C(C)C, NCc1cc2cccc(Cl)c2nc1-c1cc(F)ccc1Cl, Clc1ncnc2nc[nH]c12. Reaction SMILES: [CH2:41]([OH:42])[CH2:43][CH2:44][CH3:45].[CH:32]([N:33]([CH2:34][CH3:35])[CH:36]([CH3:37])[CH3:38])([CH3:39])[CH3:40].[Cl:1][c:2]1[cH:3][cH:4][cH:5][c:6]2[cH:7][c:8]([CH2:20][NH2:21])[c:9](-[c:12]3[c:13]([Cl:19])[cH:14][cH:15][c:16]([F:18])[cH:17]3)[n:10][c:11]12.[Cl:22][c:23]1[c:24]2[nH:25][cH:26][n:27][c:28]2[n:29][cH:30][n:31]1>>[Cl:1][c:2]1[cH:3][cH:4][cH:5][c:6]2[cH:7][c:8]([CH2:20][NH:21][c:23]3[c:24]4[n:25][cH:26][nH:27][c:28]4[n:29][cH:30][n:31]3)[c:9](-[c:12]3[c:13]([Cl:19])[cH:14][cH:15][c:16]([F:18])[cH:17]3)[n:10][c:11]12. The product is Fc1ccc(Cl)c(-c2nc3c(Cl)cccc3cc2CNc2ncnc3[nH]cnc23)c1. Reactants: FC=1C=C2C(=C(C(=NC2=CC1)N1CCC2=C(C=CC=C12)C1=CC=CC=C1)C)C(=O)OC (Methyl 6-fluoro-3-methyl-2-(4-phenyl-1-indolinyl)quinoline-4-carboxylate), BrC1=NC2=CC=C(C=C2C(=C1C)C(=O)OC)F (2-bromo-4-carbomethoxy-6-fluoro-3-methylquinoline), product. Run in C(C)O (ethanol). The product is FC=1C=C2C(=C(C(=NC2=CC1)N1CCC2=C(C=CC=C12)C1=CC=CC=C1)C)C(=O)O (6-fluoro-3-methyl-2-(4-phenyl-1-indolinyl)quinoline-4-carboxylic acid). Yield: 80.4%. As a reaction SMILES: [F:1][C:2]1[CH:3]=[C:4]2[C:9](=[CH:10][CH:11]=1)[N:8]=[C:7]([N:12]1[C:20]3[C:15](=[C:16]([C:21]4[CH:26]=[CH:25][CH:24]=[CH:23][CH:22]=4)[CH:17]=[CH:18][CH:19]=3)[CH2:14][CH2:13]1)[C:6]([CH3:27])=[C:5]2[C:28]([O:30]C)=[O:29].BrC1C(C)=C(C(OC)=O)C2C(=CC=C(F)C=2)N=1>C(O)C>[F:1][C:2]1[CH:3]=[C:4]2[C:9](=[CH:10][CH:11]=1)[N:8]=[C:7]([N:12]1[C:20]3[C:15](=[C:16]([C:21]4[CH:26]=[CH:25][CH:24]=[CH:23][CH:22]=4)[CH:17]=[CH:18][CH:19]=3)[CH2:14][CH2:13]1)[C:6]([CH3:27])=[C:5]2[C:28]([OH:30])=[O:29]. Reported procedure: Methyl 6-fluoro-3-methyl-2-(4-phenyl-1-indolinyl)quinoline-4-carboxylate: A mixture of 2-bromo-4-carbomethoxy-6-fluoro-3-methylquinoline, obtained in step 1D, (5.96 g, 20.00 mmol), and the product of step 1H (3.90 g, 20.00 mmol) in absolute ethanol (100 mL) was stirred at reflux for 65 h. The mixture was allowed to cool to room temperature and the solid filtered to provide the desired product (6.64 g, 16.09 mmol) in 80.4% yield as a yellow solid, mp=213°-215° C.; NMR(CDCl3): 6.52-7.93 (m, 11H), ... Starting materials: C1CCOC1, c1ccc(P(c2ccccc2)c2ccccc2)cc1, O=C1c2ccccc2C(=O)N1C1CCCC(Oc2ccc3[nH]ncc3c2)C1, Oc1ccc2[nH]ncc2c1. Product: NC1CCCC(Oc2ccc3[nH]ncc3c2)C1. As a reaction SMILES: [O:57]1[CH2:58][CH2:59][CH2:60][CH2:61]1.[c:38]1([P:39]([c:40]2[cH:41][cH:42][cH:43][cH:44][cH:45]2)[c:46]2[cH:47][cH:48][cH:49][cH:50][cH:51]2)[cH:52][cH:53][cH:54][cH:55][cH:56]1.[nH:11]1[n:12][cH:13][c:14]2[cH:15][c:16]([O:20][CH:21]3[CH2:22][CH:23]([N:27]4[C:28](=[O:29])[c:30]5[c:31]([cH:32][cH:33][cH:34][cH:35]5)[C:36]4=[O:37])[CH2:24][CH2:25][CH2:26]3)[cH:17][cH:18][c:19]12.[nH:1]1[c:2]2[c:3]([cH:4][c:5]([OH:6])[cH:7][cH:8]2)[cH:9][n:10]1>>[nH:11]1[n:12][cH:13][c:14]2[cH:15][c:16]([O:20][CH:21]3[CH2:22][CH:23]([NH2:27])[CH2:24][CH2:25][CH2:26]3)[cH:17][cH:18][c:19]12. The reactants are [O-][W](=O)(=O)[O-].[Na+].[Na+] (sodium tungstate (VI)), OO (hydrogen peroxide), quaternary ammonium, P(O)(O)(O)=O (phosphoric acid), S(O)(O)(=O)=O (sulfuric acid). The reagents and catalysts are [Cl-].C(CCC)[N+](CCCC)(CCCC)CCCC (tetra-(n-butyl)ammonium chloride). The solvent is O (water). Yields the product O.OP(=O)(O)O.O=[W](=O)=O.O=[W](=O)=O.O=[W](=O)=O.O=[W](=O)=O.O=[W](=O)=O.O=[W](=O)=O.O=[W](=O)=O.O=[W](=O)=O.O=[W](=O)=O.O=[W](=O)=O.O=[W](=O)=O.O=[W](=O)=O (tungstophosphoric acid). RXN SMILES: [O-:1][W:2]([O-])(=[O:4])=[O:3].[Na+].[Na+].[P:8](=[O:12])([OH:11])([OH:10])[OH:9].S(=O)(=O)(O)O.OO>O.[Cl-].C([N+](CCCC)(CCCC)CCCC)CCC>[OH2:1].[OH:10][P:8]([OH:12])([OH:11])=[O:9].[O:1]=[W:2](=[O:4])=[O:3].[O:1]=[W:2](=[O:4])=[O:3].[O:1]=[W:2](=[O:4])=[O:3].[O:1]=[W:2](=[O:4])=[O:3].[O:1]=[W:2](=[O:4])=[O:3].[O:1]=[W:2](=[O:4])=[O:3].[O:1]=[W:2](=[O:4])=[O:3].[O:1]=[W:2](=[O:4])=[O:3].[O:1]=[W:2](=[O:4])=[O:3].[O:1]=[W:2](=[O:4])=[O:3].[O:1]=[W:2](=[O:4])=[O:3].[O:1]=[W:2](=[O:4])=[O:3] |f:0.1.2,7.8,9.10.11.12.13.14.15.16.17.18.19.20.21.22|. Procedure details: For example, by dissolving sodium tungstate (VI) in distilled water, adding an aqueous solution of phosphoric acid to the obtained solution, and then adding concentrated sulfuric acid to adjust the pH to an acidic range, followed by addition of hydrogen peroxide, stirring at room temperature, and then, adding a halogenated quaternary ammonium such as tetra-(n-butyl)ammonium chloride, it is possible to obtain the tungstophosphoric acid salt represented by the formula (3) such as tri[tetra-(n-buty...